describe an organic reaction: reactants, conditions, products, and yield From a dataset of the Open Reaction Database (ORD), a public repository of structured organic reaction records. RXN SMILES: [C:1](#[N:2])[c:3]1[c:4]([OH:9])[cH:5][cH:6][cH:7][cH:8]1.[CH2:15]1[CH2:16][CH2:17][NH:18][CH2:19][CH2:20]1.[Cl:10][CH2:11][CH:12]1[CH2:13][O:14]1>>[C:1](#[N:2])[c:3]1[c:4]([O:9][CH2:11][CH:12]2[CH2:13][O:14]2)[cH:5][cH:6][cH:7][cH:8]1. The reactants are N#Cc1ccccc1O, C1CCNCC1, ClCC1CO1. Product: N#Cc1ccccc1OCC1CO1. Starting materials: O[C@@H]([C@H](CC1CCOCC1)NC(OC(C)(C)C)=O)CN(C(=O)OCC[Si](C)(C)C)C (tert-butyl (2S,3R)-3-hydroxy-4-(N-methyl-N-(2-(trimethylsilyl)ethoxycarbonyl)amino)-1-(tetrahydro-2H-pyran-4-yl)butan-2-ylcarbamate), CC=1C=CC(=CC1)S(=O)(=O)O (TsOH). Run in CCOCC (Et2O), CCO.O (EtOH H2O), CCO (EtOH). Run at time 2 hour. Yields the product N[C@H]([C@@H](CN(C(OCC[Si](C)(C)C)=O)C)O)CC1CCOCC1 (2-(trimethylsilyl)ethyl (2R,3S)-3-amino-2-hydroxy-4-(tetrahydro-2H-pyran-4-yl)butyl(methyl)carbamate). The yield is 72.1%. Reaction SMILES: [OH:1][C@H:2]([CH2:19][N:20]([CH3:30])[C:21]([O:23][CH2:24][CH2:25][Si:26]([CH3:29])([CH3:28])[CH3:27])=[O:22])[C@@H:3]([NH:11]C(=O)OC(C)(C)C)[CH2:4][CH:5]1[CH2:10][CH2:9][O:8][CH2:7][CH2:6]1.CC1C=CC(S(O)(=O)=O)=CC=1>CCOCC.CCO.CCO.O>[NH2:11][C@@H:3]([CH2:4][CH:5]1[CH2:6][CH2:7][O:8][CH2:9][CH2:10]1)[C@H:2]([OH:1])[CH2:19][N:20]([CH3:30])[C:21](=[O:22])[O:23][CH2:24][CH2:25][Si:26]([CH3:28])([CH3:29])[CH3:27] |f:4.5|. Procedure: tert-butyl (2S,3R)-3-hydroxy-4-(N-methyl-N-(2-(trimethylsilyl)ethoxycarbonyl)amino)-1-(tetrahydro-2H-pyran-4-yl)butan-2-ylcarbamate (180 mg, 0.4 mmol) was dissolved in a minimal volume of Et2O (5 mL) and added to a solution of TsOH (76 mg, 0.44 mmol) in EtOH (15 mL). The solution was placed on a rotary evaporator and the Et2O was removed at rt. The flask was then lowered into the water bath and the selective deprotection of the Boc group proceeded concurrent with removal of the remainder of solv... The reactants are C=CC#N, CO, COC(=O)C(C)(C)CN. Product: COC(=O)C(C)(C)CNCCC#N. RXN SMILES: [CH2:10]=[CH:11][C:12]#[N:13].[CH3:14][OH:15].[NH2:1][CH2:2][C:3]([C:4](=[O:5])[O:6][CH3:7])([CH3:8])[CH3:9]>>[NH:1]([CH2:2][C:3]([C:4](=[O:5])[O:6][CH3:7])([CH3:8])[CH3:9])[CH2:10][CH2:11][C:12]#[N:13].